Dataset: the Open Reaction Database (ORD), a public repository of structured organic reaction records. Task: describe an organic reaction: reactants, conditions, products, and yield Reactants: CC(Oc1ccc(S(C)(=O)=O)cc1C(=O)O)C(F)(F)F, Cc1nc(N2CCNCC2)sc1C(F)(F)F, Cl. Reaction SMILES: [CH3:1][S:2](=[O:3])(=[O:4])[c:5]1[cH:6][cH:7][c:8]([O:14][CH:15]([C:16]([F:17])([F:18])[F:19])[CH3:20])[c:9]([C:10](=[O:11])[OH:12])[cH:13]1.[CH3:22][c:23]1[n:24][c:25]([N:32]2[CH2:33][CH2:34][NH:35][CH2:36][CH2:37]2)[s:26][c:27]1[C:28]([F:29])([F:30])[F:31].[ClH:21]>>[CH3:1][S:2](=[O:3])(=[O:4])[c:5]1[cH:6][cH:7][c:8]([O:14][CH:15]([C:16]([F:17])([F:18])[F:19])[CH3:20])[c:9]([C:10](=[O:12])[N:35]2[CH2:34][CH2:33][N:32]([c:25]3[n:24][c:23]([CH3:22])[c:27]([C:28]([F:29])([F:30])[F:31])[s:26]3)[CH2:37][CH2:36]2)[cH:13]1. The product is Cc1nc(N2CCN(C(=O)c3cc(S(C)(=O)=O)ccc3OC(C)C(F)(F)F)CC2)sc1C(F)(F)F. Starting materials: CCO, COc1cc(C(=O)O)c(Cl)cc1[N+](=O)[O-], [H][H]. Product: COc1cc(C(=O)O)c(Cl)cc1N. RXN SMILES: [CH3:18][CH2:19][OH:20].[Cl:1][c:2]1[c:3]([C:4](=[O:5])[OH:6])[cH:7][c:8]([O:14][CH3:15])[c:9]([N+:11]([O-:12])=[O:13])[cH:10]1.[H:16][H:17]>>[Cl:1][c:2]1[c:3]([C:4](=[O:5])[OH:6])[cH:7][c:8]([O:14][CH3:15])[c:9]([NH2:11])[cH:10]1.